From a dataset of the Open Reaction Database (ORD), a public repository of structured organic reaction records. describe an organic reaction: reactants, conditions, products, and yield The reactants are COC(C(C(Cl)C1=CC(=CC=C1)Br)=O)=O (3-(3-bromo-phenyl)-3-chloro-2-oxo-propionic acid methyl ester), C(C)(=S)N (thioacetamide). As a reaction SMILES: [CH3:1][O:2][C:3](=[O:15])[C:4](=O)[CH:5]([C:7]1[CH:12]=[CH:11][CH:10]=[C:9]([Br:13])[CH:8]=1)Cl.[C:16]([NH2:19])(=[S:18])[CH3:17]>>[CH3:1][O:2][C:3]([C:4]1[N:19]=[C:16]([CH3:17])[S:18][C:5]=1[C:7]1[CH:12]=[CH:11][CH:10]=[C:9]([Br:13])[CH:8]=1)=[O:15]. Procedure details: prepared by reaction of 3-(3-bromo-phenyl)-3-chloro-2-oxo-propionic acid methyl ester with thioacetamide. LC-MS: tR=1.00 min; [M+H]+=312.0. Product: COC(=O)C=1N=C(SC1C1=CC(=CC=C1)Br)C (5-(3-Bromo-phenyl)-2-methyl-thiazole-4-carboxylic Acid Methyl Ester). Reactants: OCC=1C=C(C#N)C=CC1 (3-hydroxymethylbenzonitrile), COC1=CC=C(C(C2=CC=C(C=C2)OC)(C2=CC=CC=C2)Cl)C=C1 (4,4′-dimethoxytritylchloride), O (water). Run in CN(C)C=O (DMF), N1=CC=CC=C1 (pyridine). Reaction conditions: time 12 hour. Product: COC1=CC=C(C(C2=CC=C(C=C2)OC)(C2=CC=CC=C2)OCC=2C=C(C#N)C=CC2)C=C1 (3-(4,4′-dimethoxytrityloxymethyl)benzonitrile). Yield: 0.1%. RXN SMILES: [OH:1][CH2:2][C:3]1[CH:4]=[C:5]([CH:8]=[CH:9][CH:10]=1)[C:6]#[N:7].[CH3:11][O:12][C:13]1[CH:34]=[CH:33][C:16]([C:17](Cl)([C:26]2[CH:31]=[CH:30][CH:29]=[CH:28][CH:27]=2)[C:18]2[CH:23]=[CH:22][C:21]([O:24][CH3:25])=[CH:20][CH:19]=2)=[CH:15][CH:14]=1.O>CN(C=O)C.N1C=CC=CC=1>[CH3:25][O:24][C:21]1[CH:20]=[CH:19][C:18]([C:17]([O:1][CH2:2][C:3]2[CH:4]=[C:5]([CH:8]=[CH:9][CH:10]=2)[C:6]#[N:7])([C:26]2[CH:27]=[CH:28][CH:29]=[CH:30][CH:31]=2)[C:16]2[CH:33]=[CH:34][C:13]([O:12][CH3:11])=[CH:14][CH:15]=2)=[CH:23][CH:22]=1. Procedure details: In DMF (23 mL) and pyridine (23 mL), suspended were 3-hydroxymethylbenzonitrile (1.12 g, 8.38 mmol) and 4,4′-dimethoxytritylchloride (3.41 g, 10.06 mmol). The suspension was stirred for 12 hours at a room temperature under Ar atmosphere. TLC was used to confirm there was no starting material in the reaction mixture. Then, to the suspension was added iced water (20 mL). The mixture was subjected to extraction with EtOAc and water. The organic layer was washed with sat. NaCl aq., dried over anhydr... The reactants are 36b, C(C)OC(C(CC=1C=C2C(=CNC2=CC1)C)OCC)=O (rac-2-ethoxy-3-(3-methyl-1H-indol-5-yl)-propionic acid ethyl ester), ClCC=1N=C(OC1C)C1=CC=C(C=C1)C(F)(F)F (4-chloromethyl-5-methyl-2-(4-trifluoromethyl-phenyl)-oxazole). Yields the product C(C)OC(C(CC=1C=C2C(=CN(C2=CC1)CC=1N=C(OC1C)C1=CC=C(C=C1)C(F)(F)F)C)OCC)=O (rac-2-ethoxy-3-{3-methyl-1-[5-methyl-2-(4-trifluoromethyl-phenyl)-oxazol-4-ylmethyl]-1H-indol-5-yl}-propionic acid ethyl ester). As a reaction SMILES: [CH2:1]([O:3][C:4](=[O:20])[CH:5]([O:17][CH2:18][CH3:19])[CH2:6][C:7]1[CH:8]=[C:9]2[C:13](=[CH:14][CH:15]=1)[NH:12][CH:11]=[C:10]2[CH3:16])[CH3:2].Cl[CH2:22][C:23]1[N:24]=[C:25]([C:29]2[CH:34]=[CH:33][C:32]([C:35]([F:38])([F:37])[F:36])=[CH:31][CH:30]=2)[O:26][C:27]=1[CH3:28]>>[CH2:1]([O:3][C:4](=[O:20])[CH:5]([O:17][CH2:18][CH3:19])[CH2:6][C:7]1[CH:8]=[C:9]2[C:13](=[CH:14][CH:15]=1)[N:12]([CH2:22][C:23]1[N:24]=[C:25]([C:29]3[CH:30]=[CH:31][C:32]([C:35]([F:38])([F:37])[F:36])=[CH:33][CH:34]=3)[O:26][C:27]=1[CH3:28])[CH:11]=[C:10]2[CH3:16])[CH3:2]. Reported procedure: In analogy to the procedures described in examples 36a) and 36b), rac-2-ethoxy-3-(3-methyl-1H-indol-5-yl)-propionic acid ethyl ester (preparation 4) was reacted with 4-chloromethyl-5-methyl-2-(4-trifluoromethyl-phenyl)-oxazole to give rac-2-ethoxy-3-{3-methyl-1-[5-methyl-2-(4-trifluoromethyl-phenyl)-oxazol-4-ylmethyl]-1H-indol-5-yl}-propionic acid ethyl ester, which was subsequently saponified to yield the title compound as colorless oil. Starting materials: isomeric mixture, C(=O)([O-])[O-].[K+].[K+] (K2CO3), BrC(C)C1=C(C=CC=C1)C(F)(F)F (1-(1-bromoethyl)-2-(trifluoromethyl)benzene), [Si](C)(C)(C(C)(C)C)OCC1=CC2=C(C=N1)N(C=N2)C2=CC(=C(S2)C(=O)OC)O (methyl 5-[6-({[tert-butyl(dimethyl)silyl]oxy}methyl)-3H-imidazo[4,5-c]pyridin-3-yl]-3-hydroxythiophene-2-carboxylate), [Si](C)(C)(C(C)(C)C)OCC1=CC2=C(C=N1)N=CN2C2=CC(=C(S2)C(=O)OC)O (methyl 5-[6-({[tert-butyl(dimethyl)silyl]oxy}methyl)-1H-imidazo[4,5-c]pyridin-1-yl]-3-hydroxythiophene-2-carboxylate). Run in CN(C=O)C (N,N-dimethylformamide). Yields the product [Si](C)(C)(C(C)(C)C)OCC1=CC2=C(C=N1)N(C=N2)C2=CC(=C(S2)C(=O)OC)OC(C)C2=C(C=CC=C2)C(F)(F)F (methyl 5-[6-({[tert-butyl(dimethyl)silyl]oxy}methyl)-3H-imidazo[4,5-c]pyridin-3-yl]-3-{1-[2-(trifluoromethyl)phenyl]ethoxy}thiophene-2-carboxylate). Reaction SMILES: [Si:1]([O:8][CH2:9][C:10]1[N:15]=[CH:14][C:13]2[N:16]([C:19]3[S:23][C:22]([C:24]([O:26][CH3:27])=[O:25])=[C:21]([OH:28])[CH:20]=3)[CH:17]=[N:18][C:12]=2[CH:11]=1)([C:4]([CH3:7])([CH3:6])[CH3:5])([CH3:3])[CH3:2].[Si](OCC1N=CC2N=CN(C3SC(C(OC)=O)=C(O)C=3)C=2C=1)(C(C)(C)C)(C)C.C([O-])([O-])=O.[K+].[K+].Br[CH:64]([C:66]1[CH:71]=[CH:70][CH:69]=[CH:68][C:67]=1[C:72]([F:75])([F:74])[F:73])[CH3:65]>CN(C)C=O>[Si:1]([O:8][CH2:9][C:10]1[N:15]=[CH:14][C:13]2[N:16]([C:19]3[S:23][C:22]([C:24]([O:26][CH3:27])=[O:25])=[C:21]([O:28][CH:64]([C:66]4[CH:71]=[CH:70][CH:69]=[CH:68][C:67]=4[C:72]([F:73])([F:74])[F:75])[CH3:65])[CH:20]=3)[CH:17]=[N:18][C:12]=2[CH:11]=1)([C:4]([CH3:5])([CH3:6])[CH3:7])([CH3:2])[CH3:3] |f:2.3.4|. Procedure details: In a similar manner as described for example B3, 8.0 g of an isomeric mixture of methyl 5-[6-({[tert-butyl(dimethyl)silyl]oxy}methyl)-3H-imidazo[4,5-c]pyridin-3-yl]-3-hydroxythiophene-2-carboxylate and methyl 5-[6-({[tert-butyl(dimethyl)silyl]oxy}methyl)-1H-imidazo[4,5-c]pyridin-1-yl]-3-hydroxythiophene-2-carboxylate (example C3) and 3.15 g of K2CO3 and 5.95 g of 1-(1-bromoethyl)-2-(trifluoromethyl)benzene in 240 ml anhydrous N,N-dimethylformamide yield compound B25a and compound B25b. Reactants: C(C)(C)(C)OC(NC1=C(C=C(C=C1)C(F)(F)F)N)=O ((2-amino-4-trifluoromethyl-phenyl)-carbamic acid tert-butyl ester), C(C)(C)(C)OC(CC(=O)C1=CC(=CC=C1)C=1C(=NC=CC1)C)=O (3-[3-(2-methyl-pyridin-3-yl)-phenyl]-3-oxo-propionic acid tert-butyl ester). Product: C(C)(C)(C)OC(NC1=C(C=C(C=C1)C(F)(F)F)NC(CC(=O)C1=CC(=CC=C1)C=1C(=NC=CC1)C)=O)=O ((2-{3-[3-(2-Methyl-pyridin-3-yl)-phenyl]-3-oxo-propionylamino}-4-trifluoromethyl-phenyl)-carbamic acid tert-butyl ester), oil. Reaction SMILES: [C:1]([O:5][C:6](=[O:19])[NH:7][C:8]1[CH:13]=[CH:12][C:11]([C:14]([F:17])([F:16])[F:15])=[CH:10][C:9]=1[NH2:18])([CH3:4])([CH3:3])[CH3:2].C([O:24][C:25](=O)[CH2:26][C:27]([C:29]1[CH:34]=[CH:33][CH:32]=[C:31]([C:35]2[C:36]([CH3:41])=[N:37][CH:38]=[CH:39][CH:40]=2)[CH:30]=1)=[O:28])(C)(C)C>>[C:1]([O:5][C:6](=[O:19])[NH:7][C:8]1[CH:13]=[CH:12][C:11]([C:14]([F:17])([F:16])[F:15])=[CH:10][C:9]=1[NH:18][C:25](=[O:24])[CH2:26][C:27]([C:29]1[CH:34]=[CH:33][CH:32]=[C:31]([C:35]2[C:36]([CH3:41])=[N:37][CH:38]=[CH:39][CH:40]=2)[CH:30]=1)=[O:28])([CH3:4])([CH3:2])[CH3:3]. Reported procedure: The title compound was prepared from (2-amino-4-trifluoromethyl-phenyl)-carbamic acid tert-butyl ester (Example J3) (207 mg, 0.75 mmol) and 3-[3-(2-methyl-pyridin-3-yl)-phenyl]-3-oxo-propionic acid tert-butyl ester (Example K5) (234 mg, 0.75 mmol) according to the general procedure M. Obtained as a light yellow oil (322 mg).